The task is: describe an organic reaction: reactants, conditions, products, and yield. This data is from the Open Reaction Database (ORD), a public repository of structured organic reaction records. Reactants: OCC(OC=1C(=C2CCCC(C2=CC1)O)CCC1=CC=CC=C1)(C)C (6-(2-hydroxy-1,1-dimethylethoxy)-5-(2-phenylethyl)-1,2,3,4-tetrahydro-1-naphthalenol). Reagents/catalysts: [O-2].[O-2].[Mn+4] (manganese dioxide). The solvent is O1CCCC1 (tetrahydrofuran). Run at time 4 hour. The product is OCC(OC=1C(=C2CCCC(C2=CC1)=O)CCC1=CC=CC=C1)(C)C (6-(2-hydroxy-1,1-dimethylethoxy)-5-(2-phenylethyl)-3,4-dihydro-1(2H)-naphthalenone). Yield: 87.0%. Reaction SMILES: [OH:1][CH2:2][C:3]([CH3:25])([CH3:24])[O:4][C:5]1[C:6]([CH2:16][CH2:17][C:18]2[CH:23]=[CH:22][CH:21]=[CH:20][CH:19]=2)=[C:7]2[C:12](=[CH:13][CH:14]=1)[CH:11]([OH:15])[CH2:10][CH2:9][CH2:8]2>[O-2].[O-2].[Mn+4].O1CCCC1>[OH:1][CH2:2][C:3]([CH3:25])([CH3:24])[O:4][C:5]1[C:6]([CH2:16][CH2:17][C:18]2[CH:23]=[CH:22][CH:21]=[CH:20][CH:19]=2)=[C:7]2[C:12](=[CH:13][CH:14]=1)[C:11](=[O:15])[CH2:10][CH2:9][CH2:8]2 |f:1.2.3|. Reported procedure: A mixture of 6-(2-hydroxy-1,1-dimethylethoxy)-5-(2-phenylethyl)-1,2,3,4-tetrahydro-1-naphthalenol (0.756 g, 2.22 mmol), tetrahydrofuran (5 mL), and manganese dioxide (4.6 g) was stirred for 4 h. The mixture was filtered through Celite and the filter cake was washed thoroughly with dichloromethane. The combined filtrates were concentrated to give 6-(2-hydroxy-1,1-dimethylethoxy)-5-(2-phenylethyl)-3,4-dihydro-1(2H)-naphthalenone as a pale yellow solid, 0.656 g, 87% yield. NMR spectrum was consiste... As a reaction SMILES: [CH2:1]([O:2][C:3](=[O:4])[N:11]1[CH2:12][CH2:13][C:14]([c:17]2[cH:18][cH:19][c:20]([C:23]([F:24])([F:25])[F:26])[cH:21][cH:22]2)([OH:27])[CH2:15][CH2:16]1)[c:5]1[cH:6][cH:7][cH:8][cH:9][cH:10]1.[CH3:30][CH2:31][OH:32].[H:28][H:29]>>[NH:11]1[CH2:12][CH2:13][C:14]([c:17]2[cH:18][cH:19][c:20]([C:23]([F:24])([F:25])[F:26])[cH:21][cH:22]2)([OH:27])[CH2:15][CH2:16]1. Reactants: O=C(OCc1ccccc1)N1CCC(O)(c2ccc(C(F)(F)F)cc2)CC1, CCO, [H][H]. Product: OC1(c2ccc(C(F)(F)F)cc2)CCNCC1. Reactants: CC1=CC=C(S1)C1CC(CC(C1)=O)=O (5-(5-methyl-2-thienyl)cyclohexane-1,3-dione), C(C)(=O)[O-].[NH4+] (ammonium acetate). The solvent is C(C)O (ethanol). Yields the product NC1=CC(CC(C1)C=1SC(=CC1)C)=O (1-amino-5-(5-methyl-2-thienyl)cyclohexen-3-one). Yield: 81.4%. As a reaction SMILES: [CH3:1][C:2]1[S:6][C:5]([CH:7]2[CH2:12][C:11](=O)[CH2:10][C:9](=[O:14])[CH2:8]2)=[CH:4][CH:3]=1.C([O-])(=O)C.[NH4+:19]>C(O)C>[NH2:19][C:11]1[CH2:12][CH:7]([C:5]2[S:6][C:2]([CH3:1])=[CH:3][CH:4]=2)[CH2:8][C:9](=[O:14])[CH:10]=1 |f:1.2|. Procedure: A mixture of 5-(5-methyl-2-thienyl)cyclohexane-1,3-dione (4.16 g) and ammonium acetate (4.6 g) in ethanol (50 ml) was refluxed for 15 hours, and the reaction solution was concentrated under reduced pressure. To the residue was added water (60 ml), and the resulting crystals were filtered. The crystals were washed with water and toluene, and dried to give 1-amino-5-(5-methyl-2-thienyl)cyclohexen-3-one (3.37 g) as pale yellow crystals. As a reaction SMILES: C1O[C:4]([CH:7]2[CH2:12][CH2:11][N:10]([C:13]([O:15][CH3:16])=[O:14])[CH2:9][C:8]2=[O:17])([NH:5]O)[O:3]C1.C1C=CC=CC=1.C(OCC)(=O)C.[K+].[Br-]>Cl.CO.C1C=CC=CC=1.C(OCC)(=O)C.C(O)=O.C(O)=O>[OH:3][C:4]1[C:7]2[CH2:12][CH2:11][N:10]([C:13]([O:15][CH3:16])=[O:14])[CH2:9][C:8]=2[O:17][N:5]=1 |f:3.4,7.8.9|. The product is OC1=NOC=2CN(CCC21)C(=O)OC (Methyl 3-hydroxy-4,5,6,7-tetrahydroisoxazolo[5,4-c]pyridine-6-carboxylate). The solvent is C(=O)O (formic acid), C1=CC=CC=C1.C(C)(=O)OCC.C(=O)O (benzene ethyl acetate formic acid), Cl (hydrochloric acid), CO (methanol). Procedure: A solution of 1-methoxycarbonyl-3-oxopiperidine-4-carbohydroxamic acid ethylene acetal (750 mg; 2.9 mmol) in concentrated hydrochloric acid (13 ml) was heated to 70° C. for 10 minutes. The mixture was evaporated in vacuo to give a black oil. CC [silica gel (Woelm 0.063-0.1 mm): 60 g; eluents: benzene to which ethyl acetate (40-70%) and formic acid (1%) was added] gave crystalline and TLC-pure Va (244 mg; 43%) [RF : 0.27; eluent: benzene-ethyl acetate-formic acid (50:50:1)]. An analytical sample ... The reactants are C1=CC=CC=C1 (benzene), C(C)(=O)OCC (ethyl acetate), [K+].[Br-] (KBr), ( m ), C1COC(NO)(C2C(CN(CC2)C(=O)OC)=O)O1 (1-methoxycarbonyl-3-oxopiperidine-4-carbohydroxamic acid ethylene acetal), ( s ), ( 3.64 ), ( m ), ( s ). The reactants are CCCC(CO)CO, CCCCCc1ccc(-c2cccs2)cn1, CCCCCc1ccc(-c2ccc(C=O)s2)cn1, Cc1ccccc1, O, Cc1ccc(S(=O)(=O)O)cc1. Yields the product CCCCCc1ccc(-c2ccc(C3OCC(CCC)CO3)s2)cn1. Reaction SMILES: [CH2:1]([CH2:2][CH3:3])[CH:4]([CH2:5][OH:6])[CH2:7][OH:8].[CH2:27]([c:28]1[cH:29][cH:30][c:31](-[c:32]2[s:33][cH:34][cH:35][cH:36]2)[cH:37][n:38]1)[CH2:39][CH2:40][CH2:41][CH3:42].[CH2:9]([CH2:10][CH2:11][CH2:12][CH3:13])[c:14]1[n:15][cH:16][c:17](-[c:20]2[cH:21][cH:22][c:23]([CH:25]=[O:26])[s:24]2)[cH:18][cH:19]1.[CH3:55][c:56]1[cH:57][cH:58][cH:59][cH:60][cH:61]1.[OH2:54].[c:43]1([CH3:44])[cH:45][cH:46][c:47]([S:48]([OH:49])(=[O:50])=[O:51])[cH:52][cH:53]1>>[CH2:1]([CH2:2][CH3:3])[CH:4]1[CH2:5][O:6][CH:25]([c:23]2[cH:22][cH:21][c:20](-[c:17]3[cH:16][n:15][c:14]([CH2:9][CH2:10][CH2:11][CH2:12][CH3:13])[cH:19][cH:18]3)[s:24]2)[O:8][CH2:7]1. The reactants are C1(=CC=CC=C1)CCCC(CCCC1=CC=CC=C1)NC(=O)C1CCN(CC1)C (methylpiperidine-4-carboxylic acid [4-phenyl- 1-(3-phenyl-propyl)-butyl]-amide), O1[C@H](C1)COC1=C2C=CC=NC2=CC=C1 ((R)-5-oxiranylmethoxy-quinoline). Run in C(C)(C)O (isopropanol). Reaction conditions: temperature 70 celsius. Yields the product C1(=CC=CC=C1)CCCC(CCCC1=CC=CC=C1)NC(=O)C1CCN(CC1)CC[C@H](COC1=C2C=CC=NC2=CC=C1)O ((R)-1-[2-hydroxy-3-(quinolin-5-yloxy)-propyl]methylpiperidine-4-carboxylic acid [4-phenyl-1-(3-phenyl-propyl)-butyl]-amide). Isolated yield 82.6%. As a reaction SMILES: [C:1]1([CH2:7][CH2:8][CH2:9][CH:10]([NH:20][C:21]([CH:23]2[CH2:28][CH2:27][N:26]([CH3:29])[CH2:25][CH2:24]2)=[O:22])[CH2:11][CH2:12][CH2:13][C:14]2[CH:19]=[CH:18][CH:17]=[CH:16][CH:15]=2)[CH:6]=[CH:5][CH:4]=[CH:3][CH:2]=1.[O:30]1[CH2:32][C@@H:31]1[CH2:33][O:34][C:35]1[CH:44]=[CH:43][CH:42]=[C:41]2[C:36]=1[CH:37]=[CH:38][CH:39]=[N:40]2>C(O)(C)C>[C:1]1([CH2:7][CH2:8][CH2:9][CH:10]([NH:20][C:21]([CH:23]2[CH2:28][CH2:27][N:26]([CH2:29][CH2:32][C@@H:31]([OH:30])[CH2:33][O:34][C:35]3[CH:44]=[CH:43][CH:42]=[C:41]4[C:36]=3[CH:37]=[CH:38][CH:39]=[N:40]4)[CH2:25][CH2:24]2)=[O:22])[CH2:11][CH2:12][CH2:13][C:14]2[CH:15]=[CH:16][CH:17]=[CH:18][CH:19]=2)[CH:2]=[CH:3][CH:4]=[CH:5][CH:6]=1. Reported procedure: Methylpiperidine-4-carboxylic acid [4-phenyl-1-(3-phenyl-propyl)-butyl]-amide (57) (150 mg; 0.382 mmol) is dissolved in isopropanol (10 mL) at ambient temperature. (R)-5-Oxiranylmethoxy-quinoline (2) (77.5 mg; 0.382 mmol) is added, then the mixture is heated to 70° C. and maintained for 18 hours. After cooling to ambient temperature, the solution is concentrated in vacuo at 40° C. The residue is purified via silica gel chromatography with gradient elution (0%→25% methanol in methylene chloride) ... Starting materials: C(C)OP(OCC)(=O)CCOCCOCCOCCNC([C@H](CSC[C@@H](COC(NCCCCCCCCCC)=O)OC(NCCCCCCCCCC)=O)NC(CCCCCCCCCCCCCCC)=O)=O ((14R,18R)-18-(decylcarbamoyloxy)-13,21-dioxo-14-palmitamido-3,6,9,20-tetraoxa-16-thia-12,22-diazadotriacontylphosphonic acid diethyl ester), C[Si](C)(C)Br (Trimethylsilyl bromide). Run in C(Cl)Cl (DCM), C(Cl)Cl (DCM). Reaction conditions: time 8 hour. Product: C(CCCCCCCCC)NC(=O)O[C@@H](CSC[C@@H](C(NCCOCCOCCOCCP(O)(O)=O)=O)NC(CCCCCCCCCCCCCCC)=O)COC(NCCCCCCCCCC)=O ((14R,18R)-18-(decylcarbamoyloxy)-13,21-dioxo-14-palmitamido-3,6,9,20-tetraoxa-16-thia-12,22-diazadotriacontylphosphonic acid). Reaction SMILES: C([O:3][P:4]([CH2:9][CH2:10][O:11][CH2:12][CH2:13][O:14][CH2:15][CH2:16][O:17][CH2:18][CH2:19][NH:20][C:21](=[O:74])[C@@H:22]([NH:56][C:57](=[O:73])[CH2:58][CH2:59][CH2:60][CH2:61][CH2:62][CH2:63][CH2:64][CH2:65][CH2:66][CH2:67][CH2:68][CH2:69][CH2:70][CH2:71][CH3:72])[CH2:23][S:24][CH2:25][C@H:26]([O:42][C:43](=[O:55])[NH:44][CH2:45][CH2:46][CH2:47][CH2:48][CH2:49][CH2:50][CH2:51][CH2:52][CH2:53][CH3:54])[CH2:27][O:28][C:29](=[O:41])[NH:30][CH2:31][CH2:32][CH2:33][CH2:34][CH2:35][CH2:36][CH2:37][CH2:38][CH2:39][CH3:40])(=[O:8])[O:5]CC)C.C[Si](Br)(C)C>C(Cl)Cl>[CH2:45]([NH:44][C:43]([O:42][C@H:26]([CH2:27][O:28][C:29](=[O:41])[NH:30][CH2:31][CH2:32][CH2:33][CH2:34][CH2:35][CH2:36][CH2:37][CH2:38][CH2:39][CH3:40])[CH2:25][S:24][CH2:23][C@H:22]([NH:56][C:57](=[O:73])[CH2:58][CH2:59][CH2:60][CH2:61][CH2:62][CH2:63][CH2:64][CH2:65][CH2:66][CH2:67][CH2:68][CH2:69][CH2:70][CH2:71][CH3:72])[C:21](=[O:74])[NH:20][CH2:19][CH2:18][O:17][CH2:16][CH2:15][O:14][CH2:13][CH2:12][O:11][CH2:10][CH2:9][P:4](=[O:3])([OH:8])[OH:5])=[O:55])[CH2:46][CH2:47][CH2:48][CH2:49][CH2:50][CH2:51][CH2:52][CH2:53][CH3:54]. Procedure: A solution of (14R,18R)-18-(decylcarbamoyloxy)-13,21-dioxo-14-palmitamido-3,6,9,20-tetraoxa-16-thia-12,22-diazadotriacontylphosphonic acid diethyl ester (1 eq) in DCM (0.1 M) was stirred at 0° C. Trimethylsilyl bromide (10 eq) was added and allowed to warm to room temperature. The reaction was then heated to 32° C. and stirred overnight. The reaction was then diluted with DCM and concentrated with a stream of nitrogen then purified by flash chromatography on a COMBIFLASH® system (ISCO) using a g... Starting materials: CC1=C(C=CC=C1)C(C(=O)O)NC(=O)NC1=CC=C(C=C1)Cl (2-(2-methylphenyl)-2-(4-chlorophenylaminocarbonylamino)-acetic acid), S1CN(CC1)C(=O)C1=CC=C(C=C1)N (4-(thiazolidin-3-ylcarbonyl)phenylamine), C(CCl)Cl (EDC). Solvent: CN(C)C=O (DMF). Run at time 8 hour. Yields the product S1CN(CC1)C(=O)C1=CC=C(C=C1)NC(C(NC(=O)NC1=CC=C(C=C1)Cl)C1=C(C=CC=C1)C)=O (N-[4-(thiazolidin-3-ylcarbonyl)phenyl]-2-(2-methylphenyl)-2-(4-chlorophenylaminocarbonylamino)-acetamide). Yield: 21.0%. Reaction SMILES: [CH3:1][C:2]1[CH:7]=[CH:6][CH:5]=[CH:4][C:3]=1[CH:8]([NH:12][C:13]([NH:15][C:16]1[CH:21]=[CH:20][C:19]([Cl:22])=[CH:18][CH:17]=1)=[O:14])[C:9]([OH:11])=O.[S:23]1[CH2:27][CH2:26][N:25]([C:28]([C:30]2[CH:35]=[CH:34][C:33]([NH2:36])=[CH:32][CH:31]=2)=[O:29])[CH2:24]1.C(Cl)CCl>CN(C=O)C>[S:23]1[CH2:27][CH2:26][N:25]([C:28]([C:30]2[CH:35]=[CH:34][C:33]([NH:36][C:9](=[O:11])[CH:8]([C:3]3[CH:4]=[CH:5][CH:6]=[CH:7][C:2]=3[CH3:1])[NH:12][C:13]([NH:15][C:16]3[CH:21]=[CH:20][C:19]([Cl:22])=[CH:18][CH:17]=3)=[O:14])=[CH:32][CH:31]=2)=[O:29])[CH2:24]1. Procedure: To a solution of 2-(2-methylphenyl)-2-(4-chlorophenylaminocarbonylamino)-acetic acid (46 mg, 0.14 mmol) and 4-(thiazolidin-3-ylcarbonyl)phenylamine (30 mg, 0.14 mmol) in DMF (2 mL), EDC (54 mg, 0.28 mmol) was added. The reaction mixture was stirred at room temperature overnight. It was then concentrated in vacuo. The residue was purified by HPLC to give the titled compound as a white powder (15 mg). MS 509.2 and 511.2 (M+H, Cl pattern).